This data is from the Open Reaction Database (ORD), a public repository of structured organic reaction records. The task is: describe an organic reaction: reactants, conditions, products, and yield The reactants are NC1Cc2ccccc2C1, COCCN1C(=O)C(Cl)=C(c2ccccc2)S1(=O)=O. The product is COCCN1C(=O)C(NC2Cc3ccccc3C2)=C(c2ccccc2)S1(=O)=O. RXN SMILES: [CH2:20]1[CH:21]([NH2:29])[CH2:22][c:23]2[cH:24][cH:25][cH:26][cH:27][c:28]21.[Cl:1][C:2]1=[C:6]([c:7]2[cH:8][cH:9][cH:10][cH:11][cH:12]2)[S:5](=[O:13])(=[O:14])[N:4]([CH2:15][CH2:16][O:17][CH3:18])[C:3]1=[O:19]>>[C:2]1([NH:29][CH:21]2[CH2:20][c:28]3[c:23]([cH:24][cH:25][cH:26][cH:27]3)[CH2:22]2)=[C:6]([c:7]2[cH:8][cH:9][cH:10][cH:11][cH:12]2)[S:5](=[O:13])(=[O:14])[N:4]([CH2:15][CH2:16][O:17][CH3:18])[C:3]1=[O:19]. Reactants: Cl (hydrochloric acid), C(C)C1=NC=CC=C1NC=1C(N(C(=CN1)C)CC(=O)OCC)=O (3-(2-Ethylpyrid-3-ylamino)-6-methyl-1-(ethoxycarbonylmethyl)pyrazinone), 1-tetrahydrofuran, CO (methanol), [OH-].[Na+] (sodium hydroxide). The solvent is O (water). Product: C(C)C1=NC=CC=C1NC=1C(N(C(=CN1)C)CC(=O)O)=O (3-(2-Ethylpyrid-3-ylamino)-6-methyl-1-(carboxymethyl)pyrazinone). The yield is 73.9%. Reaction SMILES: [CH2:1]([C:3]1[C:8]([NH:9][C:10]2[C:11](=[O:23])[N:12]([CH2:17][C:18]([O:20]CC)=[O:19])[C:13]([CH3:16])=[CH:14][N:15]=2)=[CH:7][CH:6]=[CH:5][N:4]=1)[CH3:2].CO.[OH-].[Na+].Cl>O>[CH2:1]([C:3]1[C:8]([NH:9][C:10]2[C:11](=[O:23])[N:12]([CH2:17][C:18]([OH:20])=[O:19])[C:13]([CH3:16])=[CH:14][N:15]=2)=[CH:7][CH:6]=[CH:5][N:4]=1)[CH3:2] |f:2.3|. Reported procedure: To a solution of 3-(2-Ethylpyrid-3-ylamino)-6-methyl-1-(ethoxycarbonylmethyl)pyrazinone (0.058 g, 0.183 mMol) from step 3 above in 6 mL of 1:1:1-tetrahydrofuran:methanol:water was added 183 μL (0.183 mMol) of 1N sodium hydroxide solution. The solution was stirred at ambient temperature for 18 h at which time 183 μL (0.183 mMol) of 1N hydrochloric acid solution was added. The solution was concentrated in vacuo several times from methanol and the residue was triturated with diethyl ether. The resu...